This data is from the Open Reaction Database (ORD), a public repository of structured organic reaction records. The task is: describe an organic reaction: reactants, conditions, products, and yield Reactants: I\C=C\1/CCC(O1)=O (5(E)-iodomethylidenetetrahydro-2-furanone), C1(=CC=CC=C1)P(C1=CC=CC=C1)C1=CC=CC=C1 (triphenylphosphine), C[Si](C)(C)C#C (trimethylsilylacetylene). The reagents and catalysts are C(C)(=O)[O-].[Pd+2].C(C)(=O)[O-] (palladium (II) acetate). Solvent: C(C)N(CC)CC (triethylamine). Product: C[Si](C#C\C=C\1/CCC(O1)=O)(C)C (5(E)-(3-Trimethylsilylprop-2-ynylidene)-tetrahydro-2-furanone). Reaction SMILES: I/[CH:2]=[C:3]1\[CH2:4][CH2:5][C:6](=[O:8])[O:7]\1.C1(P(C2C=CC=CC=2)C2C=CC=CC=2)C=CC=CC=1.[CH3:28][Si:29]([C:32]#[CH:33])([CH3:31])[CH3:30]>C(N(CC)CC)C.C([O-])(=O)C.[Pd+2].C([O-])(=O)C>[CH3:28][Si:29]([CH3:31])([CH3:30])[C:32]#[C:33]/[CH:2]=[C:3]1\[CH2:4][CH2:5][C:6](=[O:8])[O:7]\1 |f:4.5.6|. Reported procedure: To a solution of 5(E)-iodomethylidenetetrahydro-2-furanone (820 mg), palladium (II) acetate (40 mg) and triphenylphosphine (80 mg) in 5 ml of triethylamine under argon was added 42 ml of trimethylsilylacetylene. The solution was refluxed for 4 hours and then partitioned between 150 ml of methylene chloride and 50 ml of water. The methylene chloride layer, dried over magnesium sulphate, was evaporated to an oil. This oil was purified by column chromatography on silica gel (10% ethyl acetate:petro...